The task is: describe an organic reaction: reactants, conditions, products, and yield. This data is from the Open Reaction Database (ORD), a public repository of structured organic reaction records. Starting materials: ClC1=C2C(=NC3=CC(=C(C=C13)F)F)N(N=C2C)C=2C=NC=CC2 (4-chloro-6,7-difluoro-3-methyl-1-(3-pyridinyl)-1H-pyrazolo[3,4-b]quinoline), Cl (hydrochloric acid), C(C)O (ethanol). Yields the product Cl.Cl.FC=1C=C2C(C3=C(NC2=CC1F)N(N=C3C)C=3C=NC=CC3)=O (6,7-Difluoro-3-methyl-1-(3-pyridinyl)-1,9-dihydro-4H-pyrazolo[3,4-b]quinoline-4-one dihydrochloride). Isolated yield 33.0%. As a reaction SMILES: [Cl:1][C:2]1[C:11]2[C:6](=[CH:7][C:8]([F:13])=[C:9]([F:12])[CH:10]=2)[N:5]=[C:4]2[N:14]([C:18]3[CH:19]=[N:20][CH:21]=[CH:22][CH:23]=3)[N:15]=[C:16]([CH3:17])[C:3]=12.[ClH:24].C([OH:27])C>>[ClH:1].[ClH:24].[F:12][C:9]1[CH:10]=[C:11]2[C:6](=[CH:7][C:8]=1[F:13])[NH:5][C:4]1[N:14]([C:18]3[CH:19]=[N:20][CH:21]=[CH:22][CH:23]=3)[N:15]=[C:16]([CH3:17])[C:3]=1[C:2]2=[O:27] |f:3.4.5|. Procedure: To a solution of 4-chloro-6,7-difluoro-3-methyl-1-(3-pyridinyl)-1H-pyrazolo[3,4-b]quinoline (0.70 g, 2.12 mmol) in ethanol (40 mL), 6N hydrochloric acid (2 mL, 12.0 mmol) was added, and the mixture was heated under reflux for 2.5 days. The solution was allowed to cool to room temperature, and the resulting crystals were collected by filtration. The crystals were washed with ethanol and air dried to give the title compound (0.27 g, 33% yield).